Dataset: the Open Reaction Database (ORD), a public repository of structured organic reaction records. Task: describe an organic reaction: reactants, conditions, products, and yield Reactants: COc2ccc1ccccc1c2 (substrate), c1ccc([Mg]Br)cc1 (effective_coupling_partner). Reagents/catalysts: ItBu. Run at temperature 60 celsius, time 24 hour. Yields the product c3ccc(c2ccc1ccccc1c2)cc3.